This data is from the Open Reaction Database (ORD), a public repository of structured organic reaction records. The task is: describe an organic reaction: reactants, conditions, products, and yield Reactants: ClC=1C=C(CN)C=CC1Cl (3,4-dichlorobenzylamine), ClC=1C2=C(N=C(N1)C=1C=NC=CC1)SC(=C2)Cl (4-chloro-2-(pyridin-3-yl)-6-chloro-thieno-[2,3-d]-pyrimidine). The product is N1=CC(=CC=C1)C=1N=C(C2=C(N1)SC(=C2)Cl)NCC2=CC(=C(C=C2)Cl)Cl (2-(pyridin-3-yl)-4-(3,4-dichlorobenzylamino)-6-chloro-thieno-[2,3-d]-pyrimidine). As a reaction SMILES: [Cl:1][C:2]1[CH:3]=[C:4]([CH:7]=[CH:8][C:9]=1[Cl:10])[CH2:5][NH2:6].Cl[C:12]1[C:13]2[CH:26]=[C:25]([Cl:27])[S:24][C:14]=2[N:15]=[C:16]([C:18]2[CH:19]=[N:20][CH:21]=[CH:22][CH:23]=2)[N:17]=1>>[N:20]1[CH:21]=[CH:22][CH:23]=[C:18]([C:16]2[N:17]=[C:12]([NH:6][CH2:5][C:4]3[CH:7]=[CH:8][C:9]([Cl:10])=[C:2]([Cl:1])[CH:3]=3)[C:13]3[CH:26]=[C:25]([Cl:27])[S:24][C:14]=3[N:15]=2)[CH:19]=1. Procedure: With the procedure of Example 1, the reaction of 3,4-dichlorobenzylamine with 4-chloro-2-(pyridin-3-yl)-6-chloro-thieno-[2,3-d]-pyrimidine yields 2-(pyridin-3-yl)-4-(3,4-dichlorobenzylamino)-6-chloro-thieno-[2,3-d]-pyrimidine. Starting materials: CC=1N(C=CN1)C1=CC=C(C=C1)CO (4-(2-methyl-1H-imidazole-1-yl)benzenemethanol), S(=O)(Cl)Cl (thionyl chloride). Yields the product ClCC1=CC=C(C=C1)N1C(=NC=C1)C (1-(4-Chloromethylphenyl)-2-methyl-1H-imidazole). As a reaction SMILES: [CH3:1][C:2]1[N:3]([C:7]2[CH:12]=[CH:11][C:10]([CH2:13]O)=[CH:9][CH:8]=2)[CH:4]=[CH:5][N:6]=1.S(Cl)([Cl:17])=O>>[Cl:17][CH2:13][C:10]1[CH:11]=[CH:12][C:7]([N:3]2[CH:4]=[CH:5][N:6]=[C:2]2[CH3:1])=[CH:8][CH:9]=1. Reported procedure: To 4-(2-methyl-1H-imidazole-1-yl)benzenemethanol add thionyl chloride. Monitor the progress of the reaction by thin-layer chromatography. Upon completion remove the excess thionyl chloride in vacuo. Partition the residue between 1N NaOH and CH2Cl2. Separate and dry the organic layer. Remove the solvent in vacuo to obtain the title compound. Reactants: O=C([O-])[O-], Cc1noc(C)c1S(=O)(=O)Cl, CC#N, [K+], [K+], Nc1ccc(Cl)cc1, C1COCCOCCOCCOCCOCCO1, O. Product: Cc1noc(C)c1S(=O)(=O)Nc1ccc(Cl)cc1. As a reaction SMILES: [C:1](=[O:2])([O-:3])[O-:4].[CH3:15][c:16]1[n:17][o:18][c:19]([CH3:25])[c:20]1[S:21](=[O:22])(=[O:23])[Cl:24].[CH3:44][C:45]#[N:46].[K+:5].[K+:6].[NH2:7][c:8]1[cH:9][cH:10][c:11]([Cl:12])[cH:13][cH:14]1.[O:26]1[CH2:27][CH2:28][O:29][CH2:30][CH2:31][O:32][CH2:33][CH2:34][O:35][CH2:36][CH2:37][O:38][CH2:39][CH2:40][O:41][CH2:42][CH2:43]1.[OH2:47]>>[NH:7]([c:8]1[cH:9][cH:10][c:11]([Cl:12])[cH:13][cH:14]1)[S:21]([c:20]1[c:16]([CH3:15])[n:17][o:18][c:19]1[CH3:25])(=[O:22])=[O:23]. Starting materials: OC1=C(C=C(C=C1)C)C(=O)C1=CC=CC=C1 ((2-Hydroxy-5-methylphenyl)(phenyl)methanone), BrBr (bromine), O (water). The reagents and catalysts are [Fe] (iron). Solvent: ClCCl (dichloromethane), ClCCl (dichloromethane). Conditions: time 20 minute. Product: BrC=1C(=C(C=C(C1)C)C(=O)C1=CC=CC=C1)O ((3-Bromo-2-hydroxy-5-methylphenyl)(phenyl)methanone). Yield: 86.2%. Reaction SMILES: [OH:1][C:2]1[CH:7]=[CH:6][C:5]([CH3:8])=[CH:4][C:3]=1[C:9]([C:11]1[CH:16]=[CH:15][CH:14]=[CH:13][CH:12]=1)=[O:10].[Br:17]Br.O>ClCCl.[Fe]>[Br:17][C:7]1[C:2]([OH:1])=[C:3]([C:9]([C:11]2[CH:12]=[CH:13][CH:14]=[CH:15][CH:16]=2)=[O:10])[CH:4]=[C:5]([CH3:8])[CH:6]=1. Procedure: To a solution of 116 g (0.55 mol) of 32 in 200 mL of dry dichloromethane 1.5 g of iron turnings was added, and then a solution of 41.4 mL (136 g, 0.83 mol) of bromine in 500 mL of dichloromethane was added dropwise with vigorous stirring for 20 min. This mixture was refluxed for 30 min, and then 1200 mL of water was added. The organic layer was separated, and the aqueous layer was extracted with 2×300 mL of dichloromethane. The combined organic extract was washed by saturated aqueous Na2SO3, dri... The reactants are FC1=C(C=CC(=C1)C)C(CC1=NN=NN1C)(O)C1=C(C=C(C=C1)C)F (1,1-bis(2-fluoro-4-methylphenyl)-2-(1-methyl-1H-tetrazol-5-yl)ethanol), C1(=CC=C(C=C1)S(=O)(=O)O)C (p-toluene sulfonic acid). The solvent is C(C)OCC (diethyl ether), C1(=CC=CC=C1)C (toluene). Yields the product FC1=C(C=CC(=C1)C)C(=CC1=NN=NN1C)C1=C(C=C(C=C1)C)F (1,1-Bis(2-fluoro-4-methylphenyl)-2-(1-methyl-1H-tetrazol-5-yl)ethene). As a reaction SMILES: [F:1][C:2]1[CH:7]=[C:6]([CH3:8])[CH:5]=[CH:4][C:3]=1[C:9]([C:18]1[CH:23]=[CH:22][C:21]([CH3:24])=[CH:20][C:19]=1[F:25])(O)[CH2:10][C:11]1[N:15]([CH3:16])[N:14]=[N:13][N:12]=1.C1(C)C=CC(S(O)(=O)=O)=CC=1>C1(C)C=CC=CC=1.C(OCC)C>[F:25][C:19]1[CH:20]=[C:21]([CH3:24])[CH:22]=[CH:23][C:18]=1[C:9]([C:3]1[CH:4]=[CH:5][C:6]([CH3:8])=[CH:7][C:2]=1[F:1])=[CH:10][C:11]1[N:15]([CH3:16])[N:14]=[N:13][N:12]=1. Procedure: A suspension of 1,1-bis(2-fluoro-4-methylphenyl)-2-(1-methyl-1H-tetrazol-5-yl)ethanol (7.3 g, 21.0 mmoles) in toluene (200 mL) with p-toluene sulfonic acid (3 g) and the mixture heated at reflux for 14 hours. After cooling, the mixture was diluted with diethyl ether and extracted with saturated sodium bicarbonate solution and water. The organic layer was dried (MgSO4) and evaporated. The residue was triturated with isopropyl ether to give the title compound; m.p.=58°-60° C.